Dataset: the Open Reaction Database (ORD), a public repository of structured organic reaction records. Task: describe an organic reaction: reactants, conditions, products, and yield The reactants are CC1=NOC(=N1)CCNC(C1=CC=CC=C1)(C1=CC=CC=C1)C1=CC=CC=C1 ([2-(3-methyl-1,2,4-oxadiazol-5-yl)-ethyl]-trityl-amine), C1(=CC=C(C=C1)S(=O)(=O)O)C (p-toluenesulfonic acid). The solvent is C(C)O (ethanol). The product is C1(=CC=C(C=C1)S(=O)(=O)O)C.CC1=NOC(=N1)CCN (2-(3-methyl-1,2,4-oxadiazol-5-yl)ethylamine p-toluenesulfonate). Reaction SMILES: [CH3:1][C:2]1[N:6]=[C:5]([CH2:7][CH2:8][NH:9]C(C2C=CC=CC=2)(C2C=CC=CC=2)C2C=CC=CC=2)[O:4][N:3]=1.[C:29]1([CH3:39])[CH:34]=[CH:33][C:32]([S:35]([OH:38])(=[O:37])=[O:36])=[CH:31][CH:30]=1>C(O)C>[C:29]1([CH3:39])[CH:30]=[CH:31][C:32]([S:35]([OH:38])(=[O:36])=[O:37])=[CH:33][CH:34]=1.[CH3:1][C:2]1[N:6]=[C:5]([CH2:7][CH2:8][NH2:9])[O:4][N:3]=1 |f:3.4|. Reported procedure: A solution of 370 mg of [2-(3-methyl-1,2,4-oxadiazol-5-yl)-ethyl]-trityl-amine and 190 mg of p-toluenesulfonic acid in 10 ml of ethanol was heated to 60° C. for 2 hours. The solvent was evaporated and the residue was triturated with diethylether/hexane to give 2-(3-methyl-1,2,4-oxadiazol-5-yl)ethylamine p-toluenesulfonate as white crystals of m.p. 122°-123° C. Starting materials: CC[C@@H]1[C@@]([C@@H]([C@H](C(=O)[C@@H](C[C@@]([C@@H]([C@H]([C@@H]([C@H](C(=O)O1)C)O[C@H]2C[C@@]([C@H]([C@@H](O2)C)O)(C)OC)C)O[C@H]3[C@@H]([C@H](C[C@H](O3)C)N(C)C)O)(C)O)C)C)O)(C)O (Erythromycin A), C1=CC=C(C=C1)S(=O)(=O)N(F)S(=O)(=O)C2=CC=CC=C2 (N-fluorobenzenesulfonimide). The solvent is C(C)(=O)O (acetic acid). Run at time 18 hour. Product: CC[C@@H]1[C@@]([C@@H]([C@H](C(=O)[C@@](C[C@@]([C@@H]([C@H]([C@@H]([C@H](C(=O)O1)C)O[C@H]2C[C@@]([C@H]([C@@H](O2)C)O)(C)OC)C)O[C@H]3[C@@H]([C@H](C[C@H](O3)C)N(C)C)O)(C)O)(C)F)C)O)(C)O (flurithromycin). Isolated yield 96.8%. Reaction SMILES: [CH3:1][CH2:2][C@H:3]1[O:18][C:16](=[O:17])[C@H:15]([CH3:19])[C@@H:14]([O:20][C@@H:21]2[O:26][C@@H:25]([CH3:27])[C@H:24]([OH:28])[C@@:23]([O:30][CH3:31])([CH3:29])[CH2:22]2)[C@H:13]([CH3:32])[C@@H:12]([O:33][C@@H:34]2[O:39][C@H:38]([CH3:40])[CH2:37][C@H:36]([N:41]([CH3:43])[CH3:42])[C@H:35]2[OH:44])[C@@:11]([OH:46])([CH3:45])[CH2:10][C@@H:9]([CH3:47])[C:7](=[O:8])[C@H:6]([CH3:48])[C@@H:5]([OH:49])[C@@:4]1([OH:51])[CH3:50].C1C=CC(S(N(S(C2C=CC=CC=2)(=O)=O)[F:62])(=O)=O)=CC=1>C(O)(=O)C>[CH3:1][CH2:2][C@H:3]1[O:18][C:16](=[O:17])[C@H:15]([CH3:19])[C@@H:14]([O:20][C@@H:21]2[O:26][C@@H:25]([CH3:27])[C@H:24]([OH:28])[C@@:23]([O:30][CH3:31])([CH3:29])[CH2:22]2)[C@H:13]([CH3:32])[C@@H:12]([O:33][C@@H:34]2[O:39][C@H:38]([CH3:40])[CH2:37][C@H:36]([N:41]([CH3:42])[CH3:43])[C@H:35]2[OH:44])[C@@:11]([OH:46])([CH3:45])[CH2:10][C@@:9]([F:62])([CH3:47])[C:7](=[O:8])[C@H:6]([CH3:48])[C@@H:5]([OH:49])[C@@:4]1([OH:51])[CH3:50]. Procedure details: Erythromycin A (5 g, 6.813 mmole) and N-fluorobenzenesulfonimide (2.2 g 6,813 mmole) were dissolved in glacial acetic acid (20 mL) at room temperature and stirred for 18 hours. The reaction was worked-up in the same manner as Example 1 to afford 4.96 g of crude flurithromycin. This material was recrystallized as described in Example 1 to yield 2.25 g (44% yield) of fluorithromycin. This example shows that reasonably good yields of flurithromycin may be obtained in the process of the invention wi... Reactants: FC(C1=CC=C(C=C1)C=1C=CC(=NC1)N1CCN(CC1)C(=O)OCC(=O)OCC)(F)F (2-(ethyloxy)-2-oxoethyl 4-{5-[4-(trifluoromethyl)phenyl]-2-pyridyl}-1-piperazinecarboxylate), CN (methylamine). Run in O1CCCC1 (tetrahydrofuran). The product is FC(C1=CC=C(C=C1)C=1C=CC(=NC1)N1CCN(CC1)C(=O)OCC(=O)NC)(F)F (2-(methylamino)-2-oxoethyl 4-{5-[4-(trifluoromethyl)phenyl]-2-pyridyl}-1-piperazinecarboxylate). Reaction SMILES: [F:1][C:2]([F:31])([F:30])[C:3]1[CH:8]=[CH:7][C:6]([C:9]2[CH:10]=[CH:11][C:12]([N:15]3[CH2:20][CH2:19][N:18]([C:21]([O:23][CH2:24][C:25]([O:27]CC)=O)=[O:22])[CH2:17][CH2:16]3)=[N:13][CH:14]=2)=[CH:5][CH:4]=1.[CH3:32][NH2:33]>O1CCCC1>[F:1][C:2]([F:31])([F:30])[C:3]1[CH:4]=[CH:5][C:6]([C:9]2[CH:10]=[CH:11][C:12]([N:15]3[CH2:20][CH2:19][N:18]([C:21]([O:23][CH2:24][C:25]([NH:33][CH3:32])=[O:27])=[O:22])[CH2:17][CH2:16]3)=[N:13][CH:14]=2)=[CH:7][CH:8]=1. Procedure: The process is performed according to the procedure described in Example 1 (step 1.4.). Starting with 2.77 g (6.33 mmol) of 2-(ethyloxy)-2-oxoethyl 4-{5-[4-(trifluoromethyl)phenyl]-2-pyridyl}-1-piperazinecarboxylate, obtained in step 4.1, and 15.80 ml (31.67 mmol) of a solution of methylamine (2M) in tetrahydrofuran, and after chromatography on silica gel, eluting with a 97/3 mixture of dichloromethane and methanol, followed by recrystallization from ethyl acetate, 1.69 g of product are obtained... The reactants are CC(C(=O)O)c1ccc(Br)cc1, CC(C)(C)c1cccc(NC(=O)c2ccc(N3CCNCC3)nc2)c1, CC(C)(C)c1cccc(NC(=O)c2ccc(N3CCN(c4ccc(C(=O)O)cc4)CC3)c(F)c2)c1. The product is CC(C(=O)O)c1ccc(N2CCN(c3ccc(C(=O)Nc4cccc(C(C)(C)C)c4)cn3)CC2)cc1. RXN SMILES: [Br:26][c:27]1[cH:28][cH:29][c:30]([CH:33]([C:34](=[O:35])[OH:36])[CH3:37])[cH:31][cH:32]1.[C:1]([CH3:2])([CH3:3])([CH3:4])[c:5]1[cH:6][c:7]([NH:11][C:12]([c:13]2[cH:14][n:15][c:16]([N:19]3[CH2:20][CH2:21][NH:22][CH2:23][CH2:24]3)[cH:17][cH:18]2)=[O:25])[cH:8][cH:9][cH:10]1.[C:38]([c:39]1[cH:40][c:41]([NH:42][C:43]([c:44]2[cH:45][cH:46][c:47]([N:48]3[CH2:49][CH2:50][N:51]([c:52]4[cH:53][cH:54][c:55]([C:56]([OH:57])=[O:58])[cH:59][cH:60]4)[CH2:61][CH2:62]3)[c:63]([F:64])[cH:65]2)=[O:66])[cH:67][cH:68][cH:69]1)([CH3:70])([CH3:71])[CH3:72]>>[C:1]([CH3:2])([CH3:3])([CH3:4])[c:5]1[cH:6][c:7]([NH:11][C:12]([c:13]2[cH:14][n:15][c:16]([N:19]3[CH2:20][CH2:21][N:22]([c:27]4[cH:28][cH:29][c:30]([CH:33]([C:34](=[O:35])[OH:36])[CH3:37])[cH:31][cH:32]4)[CH2:23][CH2:24]3)[cH:17][cH:18]2)=[O:25])[cH:8][cH:9][cH:10]1. The reactants are C(C)(=O)N1CCC(CC1)C(C1=C(C=C(C=C1)OC)O)=O (1-acetyl-4-(2-hydroxy-4-methoxybenzoyl)piperidine), Cl (hydrochloric acid). Product: Cl.OC1=C(C(=O)C2CCNCC2)C=CC(=C1)OC (4-(2-Hydroxy-4-methoxybenzoyl)piperidine hydrochloride). As a reaction SMILES: C([N:4]1[CH2:9][CH2:8][CH:7]([C:10](=[O:20])[C:11]2[CH:16]=[CH:15][C:14]([O:17][CH3:18])=[CH:13][C:12]=2[OH:19])[CH2:6][CH2:5]1)(=O)C.[ClH:21]>>[ClH:21].[OH:19][C:12]1[CH:13]=[C:14]([O:17][CH3:18])[CH:15]=[CH:16][C:11]=1[C:10]([CH:7]1[CH2:6][CH2:5][NH:4][CH2:9][CH2:8]1)=[O:20] |f:2.3|. Reported procedure: To a round-bottom flask, equipped with a condenser and mechanical stirrer, was added 25.0 g of 1-acetyl-4-(2-hydroxy-4-methoxybenzoyl)piperidine and 148 ml of 6 N hydrochloric acid. The reaction mixture was stirred under reflux for 6 hrs and overnight at ambient temperature. The precipitate was collected, washed with acetone and recrystallized twice from ethanol to yield 16.70 g of product, mp, 264°-266°. Starting materials: CN(C#N)C (N,N-dimethylcyanamide), C(C)N(C(C1=C(C=C(C=C1)OC)C)=O)CC (N,N-diethyl-4-methoxy-2-methylbenzamide), C(C)(C)(C)[Li] (tert-butyllithium), CCCCC (pentane). Run in C1CCOC1 (THF), C1CCOC1 (THF). Conditions: time 16 hour. The product is CN(C=1N=C(C2=CC=C(C=C2C1)OC)O)C (3-(dimethylamino)-6-methoxyisoquinolin-1-ol). Isolated yield 71.0%. Reaction SMILES: C([N:3]([CH2:15][CH3:16])[C:4](=[O:14])[C:5]1[CH:10]=[CH:9][C:8]([O:11][CH3:12])=[CH:7][C:6]=1C)C.C([Li])(C)(C)C.CCCCC.[CH3:27][N:28](C)[C:29]#N>C1COCC1>[CH3:27][N:28]([CH3:29])[C:15]1[N:3]=[C:4]([OH:14])[C:5]2[C:6]([CH:16]=1)=[CH:7][C:8]([O:11][CH3:12])=[CH:9][CH:10]=2. Procedure: To a solution of N,N-diethyl-4-methoxy-2-methylbenzamide (1000 mg, 4.52 mmol) in THF (10 ml) at −78° C. was added dropwise tert-butyllithium 1.7 M in pentane (5316 μl, 9.04 mmol) and the solution was stirred for 0.5 h before addition of N,N-dimethylcyanamide (317 mg, 4.52 mmol) in THF (10 ml). The resulting solution was warmed to rt and stirred for 16 h. The reaction mixture was quenched with water, neutralized with 1 N HCl, and extracted with EtOAc. The organic layer was collected, dried over s... Reactants: [I-].C[S+](=O)(C)C (trimethylsulfoxonium iodide), [H-].[Na+] (NaH), ClC=1C=C(C2=C(CCO2)C1)C(CC(C(F)(F)F)=O)(C)C (4-(5-chloro-2,3-dihydrobenzofuran-7-yl)-1,1,1-trifluoro-4-methylpentan-2-one). Run in CS(=O)C (DMSO), CS(=O)C (DMSO). Conditions: time 30 minute. Product: ClC=1C=C(C2=C(CCO2)C1)C(CC1(OC1)C(F)(F)F)(C)C (5-Chloro-7-[1,1-dimethyl-2-(2-trifluoromethyloxiranyl)ethyl]-2,3-dihydrobenzofuran). Isolated yield 91.1%. RXN SMILES: [I-].[CH3:2][S+](C)(C)=O.[H-].[Na+].[Cl:9][C:10]1[CH:11]=[C:12]([C:19]([CH3:28])([CH3:27])[CH2:20][C:21](=[O:26])[C:22]([F:25])([F:24])[F:23])[C:13]2[O:17][CH2:16][CH2:15][C:14]=2[CH:18]=1>CS(C)=O>[Cl:9][C:10]1[CH:11]=[C:12]([C:19]([CH3:28])([CH3:27])[CH2:20][C:21]2([C:22]([F:23])([F:24])[F:25])[CH2:2][O:26]2)[C:13]2[O:17][CH2:16][CH2:15][C:14]=2[CH:18]=1 |f:0.1,2.3|. Reported procedure: To a solution of trimethylsulfoxonium iodide (343 mg, 1.56 mmol) in 3 mL of anhydrous DMSO was treated with NaH (60% in mineral oil, 66.0 mg, 1.65 mmol) in portions and the mixture was stirred at room temperature for 30 minutes. The mixture was transferred to a solution of 4-(5-chloro-2,3-dihydrobenzofuran-7-yl)-1,1,1-trifluoro-4-methylpentan-2-one (400 mg, 1.30 mmol) in 1 mL of anhydrous DMSO over 5 minutes and the resulting mixture was stirred overnight. The mixture was quenched with water and... RXN SMILES: O1C2C=CC=CC=2C(C2C=CC(OCC(O)=O)=C(C)C=2[Cl:22])=N1.C([O:27][C:28](=[O:48])[CH2:29][O:30][C:31]1[CH:36]=[CH:35][C:34]([C:37]2[C:41]3[CH:42]=[CH:43][CH:44]=[CH:45][C:40]=3[O:39][N:38]=2)=[C:33]([CH3:46])[C:32]=1C)CCC.C(NC1C=CC2ON=C(C3C=CC(OCC(O)=O)=C(Cl)C=3Cl)C=2C=1)(=O)C.ClC1C=CC2ON=C(C3C=CC(OCC(O)=O)=C(Cl)C=3Cl)C=2C=1>>[O:39]1[C:40]2[CH:45]=[CH:44][CH:43]=[CH:42][C:41]=2[C:37]([C:34]2[CH:35]=[CH:36][C:31]([O:30][CH2:29][C:28]([OH:27])=[O:48])=[C:32]([Cl:22])[C:33]=2[CH3:46])=[N:38]1. Procedure: 4-(1,2-benzisoxazol-3-yl)-3-chloro-2-methylphenoxyacetic acid; butyl-4-(1,2-benzisoxazol-3-yl)-2,3-dimethylphenoxyacetate; pentyl (4-(1,2-benzisoxazol-3-yl)-2,3-dichlorophenoxyacetate; 4-(6-bromo-1,2-benzisoxazol-3-yl)-2,3-dichlorophenoxyacetic acid; 4-(5-ethyl-1,2-benzisoxazol-3-yl)-2,3-dichlorophenoxyacetic acid; 4-(5-nitro-1,2-benzisoxzaol-3-yl)-2,3-dichlorophenoxyacetic acid; 4-(6-amino-1,2-benzosoxazol-3-yl)-2,3-dichlorophenoxyacetic acid); 4-(5-acetamido-1,2-benzisoxazol-3-yl)-2,3-dichloro... The product is O1N=C(C2=C1C=CC=C2)C2=C(C(=C(OCC(=O)O)C=C2)Cl)C (4-(1,2-benzisoxazol-3-yl)-2-chloro-3-methyl-phenoxyacetic acid). Reactants: O1N=C(C2=C1C=CC=C2)C2=C(C(=C(OCC(=O)O)C=C2)C)Cl (4-(1,2-benzisoxazol-3-yl)-3-chloro-2-methylphenoxyacetic acid), ClC=1C=CC2=C(C(=NO2)C2=C(C(=C(OCC(=O)O)C=C2)Cl)Cl)C1 (4-(5-chloro-1,2-benzisoxazol-3-yl)-2,3-dichlorophenoxyacetic acid), C(CCC)OC(COC1=C(C(=C(C=C1)C1=NOC2=C1C=CC=C2)C)C)=O (butyl-4-(1,2-benzisoxazol-3-yl)-2,3-dimethylphenoxyacetate), C(C)(=O)NC=1C=CC2=C(C(=NO2)C2=C(C(=C(OCC(=O)O)C=C2)Cl)Cl)C1 (4-(5-acetamido-1,2-benzisoxazol-3-yl)-2,3-dichlorophenoxyacetic acid). The reactants are COC1=CC=C(C=C1)C1=C(C=NC=C1)C=O (4-(4-methoxyphenyl)pyridine-3-carbaldehyde), O1CCCC1 (tetrahydrofuran), O (water), [H-].[Na+] (sodium hydride), O1CCCC1 (tetrahydrofuran), [H][H] (hydrogen), triethyl phosphonoacetate. Run at time 1 hour. Product: COC1=CC=C(C=C1)C1=C(C=NC=C1)/C=C/C(=O)OCC (ethyl (2E)-3-[4-(4-methoxyphenyl)pyridin-3-yl]prop-2-enoate). RXN SMILES: [H-].[Na+].[H][H].[CH3:5][O:6][C:7]1[CH:12]=[CH:11][C:10]([C:13]2[CH:18]=[CH:17][N:16]=[CH:15][C:14]=2[CH:19]=O)=[CH:9][CH:8]=1.[OH2:21].[O:22]1[CH2:26][CH2:25][CH2:24][CH2:23]1>>[CH3:5][O:6][C:7]1[CH:8]=[CH:9][C:10]([C:13]2[CH:18]=[CH:17][N:16]=[CH:15][C:14]=2/[CH:19]=[CH:24]/[C:23]([O:22][CH2:26][CH3:25])=[O:21])=[CH:11][CH:12]=1 |f:0.1|. Procedure details: To a mixture of sodium hydride (60% in oil, 0.71 g) and dry tetrahydrofuran (25 mL) was slowly added triethyl phosphonoacetate (3.63 g) under ice-cooling, and the mixture was stirred until completion of the generation of hydrogen gas. To the reaction mixture was slowly added a solution of 4-(4-methoxyphenyl)pyridine-3-carbaldehyde (2.88 g) in dry tetrahydrofuran (5 mL) under ice-cooling, and the mixture was stirred for 1 hr. To the reaction mixture was added water, and the mixture was extracted ...